From a dataset of the Open Reaction Database (ORD), a public repository of structured organic reaction records. describe an organic reaction: reactants, conditions, products, and yield Starting materials: C(C)(C)(C)OC(=O)N(C1C=2C=CC(=NC2CCC1)C(=O)OCC)CCC1=C(C=CC(=C1)F)O (rac-Ethyl 5-{(tert-butoxycarbonyl)[2-(5-fluoro-2-hydroxyphenyl)ethyl]amino}-5,6,7,8-tetrahydroquinoline-2-carboxylate), ClCC1=CC=C(C=C1)CCC1=CC=C(C=C1)F (1-(chloromethyl)-4-[2-(4-fluorophenyl)ethyl]benzene), C([O-])([O-])=O.[K+].[K+] (potassium carbonate). The solvent is C(C)#N (acetonitrile). Conditions: time 8 hour. Yields the product C(C)(C)(C)OC(=O)N(C1C=2C=CC(=NC2CCC1)C(=O)OCC)CCC1=C(C=CC(=C1)F)OCC1=CC=C(C=C1)CCC1=CC=C(C=C1)F (rac-Ethyl 5-[(tert-butoxycarbonyl){2-[5-fluoro-2-({4-[2-(4-fluorophenyl)ethyl]benzyl}oxy)-phenyl]ethyl}amino]-5,6,7,8-tetrahydroquinoline-2-carboxylate). As a reaction SMILES: [C:1]([O:5][C:6]([N:8]([CH2:24][CH2:25][C:26]1[CH:31]=[C:30]([F:32])[CH:29]=[CH:28][C:27]=1[OH:33])[CH:9]1[CH2:18][CH2:17][CH2:16][C:15]2[N:14]=[C:13]([C:19]([O:21][CH2:22][CH3:23])=[O:20])[CH:12]=[CH:11][C:10]1=2)=[O:7])([CH3:4])([CH3:3])[CH3:2].Cl[CH2:35][C:36]1[CH:41]=[CH:40][C:39]([CH2:42][CH2:43][C:44]2[CH:49]=[CH:48][C:47]([F:50])=[CH:46][CH:45]=2)=[CH:38][CH:37]=1.C(=O)([O-])[O-].[K+].[K+]>C(#N)C>[C:1]([O:5][C:6]([N:8]([CH2:24][CH2:25][C:26]1[CH:31]=[C:30]([F:32])[CH:29]=[CH:28][C:27]=1[O:33][CH2:35][C:36]1[CH:37]=[CH:38][C:39]([CH2:42][CH2:43][C:44]2[CH:45]=[CH:46][C:47]([F:50])=[CH:48][CH:49]=2)=[CH:40][CH:41]=1)[CH:9]1[CH2:18][CH2:17][CH2:16][C:15]2[N:14]=[C:13]([C:19]([O:21][CH2:22][CH3:23])=[O:20])[CH:12]=[CH:11][C:10]1=2)=[O:7])([CH3:2])([CH3:3])[CH3:4] |f:2.3.4|. Reported procedure: 10 g (21.81 mmol) of rac-ethyl 5-{(tert-butoxycarbonyl)[2-(5-fluoro-2-hydroxyphenyl)ethyl]-amino}-5,6,7,8-tetrahydroquinoline-2-carboxylate (Example 106A), 5.98 g (23.99 mmol) of 1-(chloromethyl)-4-[2-(4-fluorophenyl)ethyl]benzene and 4.52 g (32.71 mmol) of potassium carbonate in 240 ml of acetonitrile were heated to 110° C. and stirred at this temperature overnight. After cooling, the reaction mixture was filtered, the filter cake was washed repeatedly with acetonitrile and the combined filtrat...